describe an organic reaction: reactants, conditions, products, and yield From a dataset of the Open Reaction Database (ORD), a public repository of structured organic reaction records. Reactants: [Br-], C1CCOC1, CCOCC, C[Mg+], CC1C(=O)CCN1C(=O)OCc1ccccc1, CCOC(C)=O, [Ce+3], [Cl-], [Cl-], [Cl-]. The product is CC1N(C(=O)OCc2ccccc2)CCC1(C)O. Reaction SMILES: [Br-:10].[CH2:36]1[O:37][CH2:38][CH2:39][CH2:40]1.[CH2:5]([O:6][CH2:7][CH3:8])[CH3:9].[CH3:11][Mg+:12].[CH3:13][CH:14]1[N:15]([C:20](=[O:21])[O:22][CH2:23][c:24]2[cH:25][cH:26][cH:27][cH:28][cH:29]2)[CH2:16][CH2:17][C:18]1=[O:19].[CH3:30][CH2:31][O:32][C:33](=[O:34])[CH3:35].[Ce+3:2].[Cl-:1].[Cl-:3].[Cl-:4]>>[CH3:5][C:18]1([OH:19])[CH:14]([CH3:13])[N:15]([C:20](=[O:21])[O:22][CH2:23][c:24]2[cH:25][cH:26][cH:27][cH:28][cH:29]2)[CH2:16][CH2:17]1. The reactants are C12(CC3CC(CC(C1)C3)C2)C=2C=C(C(=O)OC)C=C(C2OCC2=CC=CC=C2)OC (methyl 3-(1-adamantyl)-4-benzyloxy-5-methoxybenzoate), [OH-].[K+] (potassium hydroxide). The solvent is CO (methanol). Product: C12(CC3CC(CC(C1)C3)C2)C=2C=C(C(=O)O)C=C(C2OCC2=CC=CC=C2)OC (3-(1-Adamantyl)-4-benzyloxy-5-methoxybenzoic acid). As a reaction SMILES: [C:1]12([C:11]3[CH:12]=[C:13]([CH:18]=[C:19]([O:29][CH3:30])[C:20]=3[O:21][CH2:22][C:23]3[CH:28]=[CH:27][CH:26]=[CH:25][CH:24]=3)[C:14]([O:16]C)=[O:15])[CH2:10][CH:5]3[CH2:6][CH:7]([CH2:9][CH:3]([CH2:4]3)[CH2:2]1)[CH2:8]2.[OH-].[K+]>CO>[C:1]12([C:11]3[CH:12]=[C:13]([CH:18]=[C:19]([O:29][CH3:30])[C:20]=3[O:21][CH2:22][C:23]3[CH:28]=[CH:27][CH:26]=[CH:25][CH:24]=3)[C:14]([OH:16])=[O:15])[CH2:8][CH:7]3[CH2:6][CH:5]([CH2:4][CH:3]([CH2:9]3)[CH2:2]1)[CH2:10]2 |f:1.2|. Procedure details: 18.32 g (58 mM) of the phenol obtained in Example 11(a) are treated with benzyl bromide under the conditions described in Example 5(a). After the same treatment, followed by chromatography on silica in the hexane/ether (90/10) eluent, there are isolated 15.26 g (59.6%) of methyl 3-(1-adamantyl)-4-benzyloxy-5-methoxybenzoate. 15.22 g (37.5 mM) of this ester in 150 ml of methanol are treated with 6.3 g of potassium hydroxide and are heated at reflux overnight. After the same treatment as in Exampl... Reactants: ClC1=CC=C(C=N1)CNC(=C[N+](=O)[O-])NC (1-(6-chloro-3-pyridylmethyl)amino-1-methylamino-2-nitroethylene), CS(=O)(=O)N=C=S (methanesulfonyl isothiocyanate). The solvent is CC#N (CH3CN). Reaction conditions: time 2 hour. Product: ClC1=CC=C(C=N1)CNC(=C([N+](=O)[O-])C(NS(=O)(=O)C)=S)NC (1-(6-Chloro-3-pyridylmethyl)amino-1-methylamino-2-methanesulfonylthiocarbamoyl-2-nitroethylene). Isolated yield 32.9%. As a reaction SMILES: [Cl:1][C:2]1[N:7]=[CH:6][C:5]([CH2:8][NH:9][C:10]([NH:15][CH3:16])=[CH:11][N+:12]([O-:14])=[O:13])=[CH:4][CH:3]=1.[CH3:17][S:18]([N:21]=[C:22]=[S:23])(=[O:20])=[O:19]>CC#N>[Cl:1][C:2]1[N:7]=[CH:6][C:5]([CH2:8][NH:9][C:10]([NH:15][CH3:16])=[C:11]([C:22](=[S:23])[NH:21][S:18]([CH3:17])(=[O:20])=[O:19])[N+:12]([O-:14])=[O:13])=[CH:4][CH:3]=1. Procedure: In 50 ml of CH3CN was dissolved 0.50 g (0.002 mole) of 1-(6-chloro-3-pyridylmethyl)amino-1-methylamino-2-nitroethylene, followed by addition of 0.30 g (0.002 mole) of methanesulfonyl isothiocyanate. The mixture was stirred at room temperature for 2 hours. The CH3CN was distilled off and the residue was purified by silica gel column chromatography. The procedure gave 0.25 g of the title compound as yellow crystals. The reactants are C(C)OC(=O)N1CCC2C(CCCC12)C1=CC(=C(C=C1)Cl)Cl ((3aRS,4SR,7aRS)-4-(3,4-dichlorophenyl)hexahydro-1-indoline carboxylic acid ethyl ester), [OH-].[Na+] (sodium hydroxide). Run in CO (methanol). The product is ClC=1C=C(C=CC1Cl)C1(C2CCNC2CCC1)O ((3aRS,4SR,7aRS)-4-(3,4-dichlorophenyl)hexahydro-4-indolinol). RXN SMILES: C(OC([N:6]1[CH:14]2[CH:9]([CH:10]([C:15]3[CH:20]=[CH:19][C:18]([Cl:21])=[C:17]([Cl:22])[CH:16]=3)[CH2:11][CH2:12][CH2:13]2)[CH2:8][CH2:7]1)=O)C.[OH-:23].[Na+]>CO>[Cl:22][C:17]1[CH:16]=[C:15]([C:10]2([OH:23])[CH2:11][CH2:12][CH2:13][CH:14]3[CH:9]2[CH2:8][CH2:7][NH:6]3)[CH:20]=[CH:19][C:18]=1[Cl:21] |f:1.2|. Procedure details: 24.9 g (3aRS,4SR,7aRS)-4-(3,4-dichlorophenyl)hexahydro-1-indoline carboxylic acid ethyl ester in 240 ml methanol are treated with 240 ml 10N sodium hydroxide and refluxed for 15 hours. The cooled resulting mixture is repeatedly extracted with methylene chloride. The organic phase is extracted with 2N tartaric acid. The acidic phase is made alkaline and extracted with methylene chloride. The methylene chloride phases are dried over magnesium sulphate, and evaporated to give the title compound, in... The reactants are ClC1=C2C(=NN=C1C1=CC=CC=C1)NN=C2C2=CC=CC=C2 (4-chloro-3,5-diphenyl-1H-pyrazolo[3,4-c]pyridazine), FCCO (2-fluoroethanol). The product is ClC1=C2C(=NN=C1C1=CC=CC=C1)N(N=C2C2=CC=CC=C2)CCF (4-chloro-1-(2-fluoroethyl)-3,5-diphenyl-pyrazolo[3,4-c]pyridazine). As a reaction SMILES: [Cl:1][C:2]1[C:7]([C:8]2[CH:13]=[CH:12][CH:11]=[CH:10][CH:9]=2)=[N:6][N:5]=[C:4]2[NH:14][N:15]=[C:16]([C:17]3[CH:22]=[CH:21][CH:20]=[CH:19][CH:18]=3)[C:3]=12.[F:23][CH2:24][CH2:25]O>>[Cl:1][C:2]1[C:7]([C:8]2[CH:9]=[CH:10][CH:11]=[CH:12][CH:13]=2)=[N:6][N:5]=[C:4]2[N:14]([CH2:25][CH2:24][F:23])[N:15]=[C:16]([C:17]3[CH:18]=[CH:19][CH:20]=[CH:21][CH:22]=3)[C:3]=12. Reported procedure: Compound IIl was synthesized from 4-chloro-3,5-diphenyl-1H-pyrazolo[3,4-c]pyridazine and 2-fluoroethanol following the general procedure for the Mitsunobu reaction as described above. Starting materials: C(CCC)[Li] (n-butyl lithium), BrC=1C2=C(SC1)C=C(C=C2)C (3-bromo-6-methylbenzo[b]thiophene), C(=O)=O (carbon dioxide). Solvent: CCOCC (ether). Conditions: temperature -70 celsius, time 30 minute. Yields the product CC=1C=CC2=C(SC=C2C(=O)O)C1 (6-methylbenzo[b]thiophene-3-carboxylic acid). Reaction SMILES: C([Li])CCC.Br[C:7]1[C:8]2[CH:15]=[CH:14][C:13]([CH3:16])=[CH:12][C:9]=2[S:10][CH:11]=1.[C:17](=[O:19])=[O:18]>CCOCC>[CH3:16][C:13]1[CH:14]=[CH:15][C:8]2[C:7]([C:17]([OH:19])=[O:18])=[CH:11][S:10][C:9]=2[CH:12]=1. Procedure details: A solution of n-butyl lithium (15 ml. of 1.0 M solution in hexane) was added dropwise to a stirred solution of 3-bromo-6-methylbenzo[b]thiophene (3.0 g.) in dry ether (40 ml.) at -70° C. under an atmosphere of dry nitrogen. The mixture was stirred at -70° C. for 30 minutes and then an excess of crushed solid carbon dioxide was added. When all the carbon dioxide had evaporated, water (25 ml.) was added and the mixture was stirred for a few minutes. The organic layer was separated and washed with ...